From a dataset of the Open Reaction Database (ORD), a public repository of structured organic reaction records. describe an organic reaction: reactants, conditions, products, and yield The reactants are BrC=1C=C(COCCO)C=CC1 (2-(3-bromobenzyloxy)ethanol), Intermediate 25, N1C=NC=C1 (imidazole), C(C)(C)(C)[Si](Cl)(C)C (tert-butyldimethylchlorosilane). Solvent: C(Cl)Cl (DCM). The product is BrC=1C=C(COCCO[Si](C)(C)C(C)(C)C)C=CC1 ((2-(3-Bromobenzyloxy)ethoxy)(tert-butyl)-dimethylsilane). Reaction SMILES: [Br:1][C:2]1[CH:3]=[C:4]([CH:10]=[CH:11][CH:12]=1)[CH2:5][O:6][CH2:7][CH2:8][OH:9].N1C=CN=C1.[C:18]([Si:22]([CH3:25])([CH3:24])Cl)([CH3:21])([CH3:20])[CH3:19]>C(Cl)Cl>[Br:1][C:2]1[CH:3]=[C:4]([CH:10]=[CH:11][CH:12]=1)[CH2:5][O:6][CH2:7][CH2:8][O:9][Si:22]([C:18]([CH3:21])([CH3:20])[CH3:19])([CH3:25])[CH3:24]. Procedure details: A solution of 2-(3-bromobenzyloxy)ethanol [Aromatic Intermediate 25, step a] (3 g), imidazole (2.2 g) and tert-butyldimethylchlorosilane (2.2 g) in DCM (50 mL) was stirred at RT for 17 hours. The reaction mixture was partitioned between ethyl acetate and water. The aqueous layer was extracted with ethyl acetate (×2). The combined organic phases were dried and evaporated in vacuo. The crude product was purified by silica gel chromatography, gradient elution 10 to 40% ethyl acetate in isohexane. F...